Task: describe an organic reaction: reactants, conditions, products, and yield. Dataset: the Open Reaction Database (ORD), a public repository of structured organic reaction records Reactants: S(O)(O)(=O)=O (sulfuric acid), OC(CCS(=O)(=O)C1=CC=C(S1)S(=O)(=O)N)C1=CC=C(C=C1)OC (5-[3-Hydroxy-3-(4-methoxyphenyl)propylsulfonyl]thiophene-2-sulfonamide), C(C)#N (acetonitrile), ice. Reaction conditions: time 8 hour. Yields the product C(C)(=O)NC(CCS(=O)(=O)C1=CC=C(S1)S(=O)(=O)N)C1=CC=C(C=C1)OC (5-[3-Acetamido-3-(4-methoxyphenyl)propylsulfonyl]thiophene-2-sulfonamide). The yield is 91.0%. As a reaction SMILES: S(=O)(=O)(O)[OH:2].O[CH:7]([C:22]1[CH:27]=[CH:26][C:25]([O:28][CH3:29])=[CH:24][CH:23]=1)[CH2:8][CH2:9][S:10]([C:13]1[S:17][C:16]([S:18]([NH2:21])(=[O:20])=[O:19])=[CH:15][CH:14]=1)(=[O:12])=[O:11].[C:30](#[N:32])[CH3:31]>>[C:30]([NH:32][CH:7]([C:22]1[CH:27]=[CH:26][C:25]([O:28][CH3:29])=[CH:24][CH:23]=1)[CH2:8][CH2:9][S:10]([C:13]1[S:17][C:16]([S:18]([NH2:21])(=[O:20])=[O:19])=[CH:15][CH:14]=1)(=[O:12])=[O:11])(=[O:2])[CH3:31]. Procedure details: To sulfuric acid (5.2 ml), cooled to 0° C. was added a solution of product from Step B (2.0 g, 5.1 mmol) in acetonitrile (17 ml) dropwise and the solution was stirred at room temperature overnight. The mixture was poured into ice (100 ml) and stirred for 1 hour. The solution was extracted with ethyl acetate and the organic layers were washed with water and saturated NaHCO2 solution. Drying and solvent evaporation gave the title compound (2.0 g, 91%). Reactants: FC1=C(C=C(C=C1)C(F)(F)F)NC(=O)NC1=CC=C(C=C1)C#CC(=O)N (3-{4-[({[2-fluoro-5-(trifluoromethyl)phenyl]amino}carbonyl)amino]phenyl}prop-2-ynamide), IC1=CC=CC=C1 (iodobenzene), C(C)NCC (diethylamine), C(=O)O (formic acid). The reagents and catalysts are C=1C=CC(=CC1)/C=C/C(=O)/C=C/C2=CC=CC=C2.C=1C=CC(=CC1)/C=C/C(=O)/C=C/C2=CC=CC=C2.[Pd] (bis(dibenzylideneacetone)palladium(0)), C=1C=CC(=CC1)/C=C/C(=O)/C=C/C2=CC=CC=C2.C=1C=CC(=CC1)/C=C/C(=O)/C=C/C2=CC=CC=C2.[Pd] (bis(dibenzylideneacetone)palladium(0)). The solvent is CCOC(=O)C (EtOAc). Run at temperature 75 celsius, time 2 hour. Yields the product FC1=C(C=C(C=C1)C(F)(F)F)NC(=O)NC1=CC=C(C=C1)\C(=C/C(=O)N)\C1=CC=CC=C1 ((2Z)-3-{4-[({[2-fluoro-5-(trifluoromethyl)phenyl]amino}carbonyl)amino]phenyl}-3-phenylacrylamide). Yield: 23.3%. As a reaction SMILES: [F:1][C:2]1[CH:7]=[CH:6][C:5]([C:8]([F:11])([F:10])[F:9])=[CH:4][C:3]=1[NH:12][C:13]([NH:15][C:16]1[CH:21]=[CH:20][C:19]([C:22]#[C:23][C:24]([NH2:26])=[O:25])=[CH:18][CH:17]=1)=[O:14].I[C:28]1[CH:33]=[CH:32][CH:31]=[CH:30][CH:29]=1.C(NCC)C.C(O)=O>CCOC(C)=O.C1C=CC(/C=C/C(/C=C/C2C=CC=CC=2)=O)=CC=1.C1C=CC(/C=C/C(/C=C/C2C=CC=CC=2)=O)=CC=1.[Pd]>[F:1][C:2]1[CH:7]=[CH:6][C:5]([C:8]([F:11])([F:9])[F:10])=[CH:4][C:3]=1[NH:12][C:13]([NH:15][C:16]1[CH:21]=[CH:20][C:19](/[C:22](/[C:28]2[CH:33]=[CH:32][CH:31]=[CH:30][CH:29]=2)=[CH:23]\[C:24]([NH2:26])=[O:25])=[CH:18][CH:17]=1)=[O:14] |f:5.6.7|. Procedure details: A mixture of 3-{4-[({[2-fluoro-5-(trifluoromethyl)phenyl]amino}carbonyl)amino]phenyl}prop-2-ynamide (31.0 mg, 0.085 mmol), iodobenzene (0.010 mL, 0.089 mmol), diethylamine (0.029 mL, 0.281 mmol), formic acid (0.0083 mL, 0.221 mmol), and bis(dibenzylideneacetone)palladium(0) (3.4 mg, 0.006 mmol) in 1.1 mL EtOAc (degassed) was heated at 75° C. After 2 hours, an additional 2 mg bis(dibenzylideneacetone)palladium(0) was added and the reaction continued for 18 hours. The reaction was partitioned betw...